Dataset: the Open Reaction Database (ORD), a public repository of structured organic reaction records. Task: describe an organic reaction: reactants, conditions, products, and yield Starting materials: O (water), CC(CN)(CC=C)C (2,2-Dimethylpent-4-en-1-amine), C(C)(C)N(CC)C(C)C (diisopropylethylamine), ClC(=O)OC (methyl chloroformate). Run in C(Cl)Cl (DCM), C(Cl)Cl (DCM). Conditions: temperature 0 celsius, time 24 hour. Product: CC(CNC(OC)=O)(CC=C)C (Methyl (2,2-dimethylpent-4-en-1-yl)carbamate). As a reaction SMILES: [CH3:1][C:2]([CH3:8])([CH2:5][CH:6]=[CH2:7])[CH2:3][NH2:4].C(N(C(C)C)CC)(C)C.Cl[C:19]([O:21][CH3:22])=[O:20].O>C(Cl)Cl>[CH3:1][C:2]([CH3:8])([CH2:5][CH:6]=[CH2:7])[CH2:3][NH:4][C:19](=[O:20])[O:21][CH3:22]. Procedure details: A 1 L round-bottom flask under nitrogen was charged with 2,2-Dimethylpent-4-en-1-amine (9.86 g, 87 mmol), diisopropylethylamine (16.73 ml, 96 mmol), and DCM (100 mL) and cooled to 0° C. A solution of methyl chloroformate (7.08 mL, 91 mmol) in DCM (50 mL) was added dropwise. The reaction mixture was warmed to RT, stirred for 24 hours and poured into water. The mixture was extracted with EtOAc (3×). The combined organic portions were washed with brine, dried with anhydrous MgSO4 and filtered, and ... Starting materials: O1C=CC=2CN(CCC21)C(COC2=CC1=CC=CC=C1C=C2)=O (1-(6,7-dihydro-4H-furo[3,2-c]pyridin-5-yl)-2-(2-naphthoxy)ethan-1-one), CNC (dimethylamine), C=O (formaldehyde). The solvent is C(C)(=O)O (acetic acid). Reaction conditions: temperature 100 celsius, time 30 minute. Product: CN(C)CC1=CC=2CN(CCC2O1)C(COC1=CC2=CC=CC=C2C=C1)=O (1-(2-dimethylaminomethyl-6,7-dihydro-4H-furo[3,2-c]pyridin-5-yl)-2-(2-naphthoxy)ethan-1-one). As a reaction SMILES: [O:1]1[C:9]2[CH2:8][CH2:7][N:6]([C:10](=[O:23])[CH2:11][O:12][C:13]3[CH:22]=[CH:21][C:20]4[C:15](=[CH:16][CH:17]=[CH:18][CH:19]=4)[CH:14]=3)[CH2:5][C:4]=2[CH:3]=[CH:2]1.[CH3:24][NH:25][CH3:26].[CH2:27]=O>C(O)(=O)C>[CH3:24][N:25]([CH2:27][C:2]1[O:1][C:9]2[CH2:8][CH2:7][N:6]([C:10](=[O:23])[CH2:11][O:12][C:13]3[CH:22]=[CH:21][C:20]4[C:15](=[CH:16][CH:17]=[CH:18][CH:19]=4)[CH:14]=3)[CH2:5][C:4]=2[CH:3]=1)[CH3:26]. Procedure: To a solution of 0.200 g (0.651 mmol) of 1-(6,7-dihydro-4H-furo[3,2-c]pyridin-5-yl)-2-(2-naphthoxy)ethan-1-one in 20 ml of acetic acid, 0.088 ml (0.98 mmol) of 50% aqueous dimethylamine and 0.079 ml (0.98 mmol) of 37% aqueous formaldehyde were added, followed by stirring at 100° C. for 30 minutes. After the solvent was distilled off under reduced pressure, the residual solution was alkalified with aqueous sodium hydroxide and extracted with dichloromethane 2 times. The combined organic layer was... Reactants: COC(C(C1=CC=C(C=C1)OCCCC1=CC2=CC=CC=C2C=C1)=O)=O (4-[[3-(2-naphthalenyl)propyl]oxy]-alpha-oxobenzeneacetic acid methyl ester). Solvent: CO (methanol), [OH-].[Na+] (sodium hydroxide). The product is C1=C(C=CC2=CC=CC=C12)CCCOC1=CC=C(C=C1)C(C(=O)O)=O (4-[[3-(2-naphthalenyl)propyl]oxy]-alpha-oxobenzeneacetic acid). Isolated yield 86.8%. As a reaction SMILES: C[O:2][C:3](=[O:26])[C:4](=[O:25])[C:5]1[CH:10]=[CH:9][C:8]([O:11][CH2:12][CH2:13][CH2:14][C:15]2[CH:24]=[CH:23][C:22]3[C:17](=[CH:18][CH:19]=[CH:20][CH:21]=3)[CH:16]=2)=[CH:7][CH:6]=1>CO.[OH-].[Na+]>[CH:16]1[C:17]2[C:22](=[CH:21][CH:20]=[CH:19][CH:18]=2)[CH:23]=[CH:24][C:15]=1[CH2:14][CH2:13][CH2:12][O:11][C:8]1[CH:7]=[CH:6][C:5]([C:4](=[O:25])[C:3]([OH:26])=[O:2])=[CH:10][CH:9]=1 |f:2.3|. Procedure details: A mixture of 4-[[3-(2-naphthalenyl)propyl]oxy]-alpha-oxobenzeneacetic acid methyl ester (0.6 g) in methanol (10 mL) and 0.5N sodium hydroxide (4 mL) was treated as in Example 19. Extraction with dichloromethane provided material which was crystallized from dichloromethane-hexane to give 0.5 g of colorless 4-[[3-(2-naphthalenyl)propyl]oxy]-alpha-oxobenzeneacetic acid, mp 123°-124° C.